Dataset: the Open Reaction Database (ORD), a public repository of structured organic reaction records. Task: describe an organic reaction: reactants, conditions, products, and yield Reactants: BrC1=C(N)C=CC(=C1)Br (2,4-Dibromoaniline), [H-].[Na+] (sodium hydride), ClC=1C(N(C=C(N1)Cl)C(CC)CC)=O (3,5-dichloro-1-(1-ethylpropyl)-2(1H)-pyrazinone). Solvent: C1(=CC=CC=C1)C (toluene). Product: BrC1=C(C=CC(=C1)Br)NC=1C(N(C=C(N1)Cl)C(CC)CC)=O (3-[(2,4-Dibromophenyl)amino]-5-chloro-1-(1-ethylpropyl)-2(1H)-pyrazinone). Yield: 44.7%. As a reaction SMILES: [Br:1][C:2]1[CH:8]=[C:7]([Br:9])[CH:6]=[CH:5][C:3]=1[NH2:4].[H-].[Na+].Cl[C:13]1[C:14](=[O:25])[N:15]([CH:20]([CH2:23][CH3:24])[CH2:21][CH3:22])[CH:16]=[C:17]([Cl:19])[N:18]=1>C1(C)C=CC=CC=1>[Br:1][C:2]1[CH:8]=[C:7]([Br:9])[CH:6]=[CH:5][C:3]=1[NH:4][C:13]1[C:14](=[O:25])[N:15]([CH:20]([CH2:23][CH3:24])[CH2:21][CH3:22])[CH:16]=[C:17]([Cl:19])[N:18]=1 |f:1.2|. Procedure: 2,4-Dibromoaniline (500 mg), toluene (8 mL), and sodium hydride (60% in oil, 398 mg) were stirred for 10 minutes at room temperature and then 3,5-dichloro-1-(1-ethylpropyl)-2(1H)-pyrazinone (468 mg, Example 1, part B) was added. The reaction was heated at reflux 3 hours, cooled, and quenched with water (50 mL). The mixture was extracted with ethyl acetate (100 mL), which was washed with brine, then dried and concentrated. The crude product was chromatographed on silica gel using ethyl acetate/he... Reactants: CCOC(C)=O, CN(C)C=O, O=Cc1ccc(Cl)c([N+](=O)[O-])c1, [H-], [Na+], Oc1ccccc1. Yields the product O=Cc1ccc(Oc2ccccc2)c([N+](=O)[O-])c1. RXN SMILES: [CH3:22][CH2:23][O:24][C:25](=[O:26])[CH3:27].[CH3:28][N:29]([CH3:30])[CH:31]=[O:32].[Cl:10][c:11]1[c:12]([N+:19](=[O:20])[O-:21])[cH:13][c:14]([CH:15]=[O:16])[cH:17][cH:18]1.[H-:1].[Na+:2].[OH:3][c:4]1[cH:5][cH:6][cH:7][cH:8][cH:9]1>>[O:3]([c:4]1[cH:5][cH:6][cH:7][cH:8][cH:9]1)[c:11]1[c:12]([N+:19](=[O:20])[O-:21])[cH:13][c:14]([CH:15]=[O:16])[cH:17][cH:18]1. Starting materials: COCOC1=CC2=C(C(C(CO2)C2=CC=C(C=C2)OCOC)=O)C=C1 (7-Methoxymethyloxy-3-[4-(methoxymethyloxy)phenyl]-2,3-dihydro-4H-benzopyran-4-one), 3-bromomagnesium phenyl trimethylsilyl ether, C[Si](C)(C)OC1=CC(=CC=C1)Br (3-bromophenyl trimethylsilyl ether), [Mg] (magnesium). Run in O1CCCC1 (tetrahydrofuran), O1CCCC1 (tetrahydrofuran). Conditions: temperature -78 celsius, time 1 hour. The product is OC1=CC=C(C=C1)C1(C(COC2=C1C=CC(=C2)OCOC)C2=CC=C(C=C2)OCOC)O (4-(4-hydroxyphenyl)-4-hydroxy-7-methoxymethyloxy-3-[4-(methoxymethyloxy)phenyl]-2,3-dihydro-4H-benzopyran). Yield: 71.0%. Reaction SMILES: C[Si]([O:5][C:6]1[CH:11]=[CH:10][CH:9]=[C:8](Br)[CH:7]=1)(C)C.[Mg].[CH3:14][O:15][CH2:16][O:17][C:18]1[CH:38]=[CH:37][C:21]2[C:22](=[O:36])[CH:23]([C:26]3[CH:31]=[CH:30][C:29]([O:32][CH2:33][O:34][CH3:35])=[CH:28][CH:27]=3)[CH2:24][O:25][C:20]=2[CH:19]=1>O1CCCC1>[OH:5][C:6]1[CH:11]=[CH:10][C:9]([C:22]2([OH:36])[C:21]3[CH:37]=[CH:38][C:18]([O:17][CH2:16][O:15][CH3:14])=[CH:19][C:20]=3[O:25][CH2:24][CH:23]2[C:26]2[CH:31]=[CH:30][C:29]([O:32][CH2:33][O:34][CH3:35])=[CH:28][CH:27]=2)=[CH:8][CH:7]=1. Reported procedure: Under nitrogen atmosphere, 3-bromomagnesium phenyl trimethylsilyl ether prepared from 3-bromophenyl trimethylsilyl ether (2.35 g, 9.57 mmol) and magnesium turning (0.23 g, 9.57 mmol) in dry tetrahydrofuran (3 ml) was cooled to -78° C. 7-Methoxymethyloxy-3-[4-(methoxymethyloxy)phenyl]-2,3-dihydro-4H-benzopyran-4-one (1 g, 2.9 mmol) dissolved in dry tetrahydrofuran (2 ml) was slowly added dropwise thereto, and the mixture was stirred for one hour. The reaction solution was quenched with saturated ...